From a dataset of the Open Reaction Database (ORD), a public repository of structured organic reaction records. describe an organic reaction: reactants, conditions, products, and yield Reactants: C(C)(=O)OC=1C(=CC2=C(C=C(C(S2)=O)C(=O)O)C1)OC(C)=O (6,7-diacetoxy-2-oxo-2H-1-benzothiopyran-3-carboxylic acid), S(=O)(Cl)Cl (thionyl chloride). The reagents and catalysts are CN(C=O)C (dimethylformamide). Solvent: C1=CC=CC=C1 (benzene). Product: C(C)(=O)OC=1C(=CC2=C(C=C(C(S2)=O)C(=O)Cl)C1)OC(C)=O (6,7-diacetoxy-2-oxo-2H-1-benzothiopyran-3-carbonyl chloride). RXN SMILES: [C:1]([O:4][C:5]1[C:6]([O:19][C:20](=[O:22])[CH3:21])=[CH:7][C:8]2[S:13][C:12](=[O:14])[C:11]([C:15](O)=[O:16])=[CH:10][C:9]=2[CH:18]=1)(=[O:3])[CH3:2].S(Cl)([Cl:25])=O>CN(C)C=O.C1C=CC=CC=1>[C:1]([O:4][C:5]1[C:6]([O:19][C:20](=[O:22])[CH3:21])=[CH:7][C:8]2[S:13][C:12](=[O:14])[C:11]([C:15]([Cl:25])=[O:16])=[CH:10][C:9]=2[CH:18]=1)(=[O:3])[CH3:2]. Procedure details: A mixture of 6,7-diacetoxy-2-oxo-2H-1-benzothiopyran-3-carboxylic acid (60 mg), thionyl chloride (40 μL), and dimethylformamide (one drop) was heated under reflux for 2 hours in benzene (15 mL), and then the solvent was distilled off. Benzene (15 mL) was added to the residue, and the benzene was distilled off again, followed by vacuum drying to yield 6,7-diacetoxy-2-oxo-2H-1-benzothiopyran-3-carbonyl chloride.